From a dataset of the Open Reaction Database (ORD), a public repository of structured organic reaction records. describe an organic reaction: reactants, conditions, products, and yield Reactants: FC(CCC(=O)O)(F)F (4,4,4-trifluorobutanoic acid), C(C(=O)Cl)(=O)Cl (oxalyl chloride), CN(C)C=O (DMF), N (ammonia). The solvent is C1CCOC1 (THF). Reaction conditions: time 4 hour. The product is FC(CCC(=O)N)(F)F (4,4,4-trifluorobutanamide). As a reaction SMILES: [F:1][C:2]([F:9])([F:8])[CH2:3][CH2:4][C:5](O)=[O:6].C(Cl)(=O)C(Cl)=O.C[N:17](C=O)C.N>C1COCC1>[F:1][C:2]([F:9])([F:8])[CH2:3][CH2:4][C:5]([NH2:17])=[O:6]. Procedure: To a solution of 4,4,4-trifluorobutanoic acid (19.9 g) in THF (200 mL) were added oxalyl chloride (30.5 mL) and DMF (0.54 mL) at 0° C., and the mixture was stirred for 4 hr. The obtained reaction mixture was added to 28% aqueous ammonia (150 mL) at 0° C., and the mixture was stirred for 1 hr. The reaction mixture was filtration, and the filtrate was extracted with ethyl acetate. The extract was washed with saturated brine, dried over magnesium sulfate, and concentrated under reduced pressure. Th...